From a dataset of the Open Reaction Database (ORD), a public repository of structured organic reaction records. describe an organic reaction: reactants, conditions, products, and yield Reactants: CCCC#N, CCO, CC(C)OC(C)C, Cl. Yields the product CCCC(=N)OCC, Cl. RXN SMILES: [CH3:1][CH2:2][CH2:3][C:4]#[N:5].[CH3:6][CH2:7][OH:8].[CH:10]([O:11][CH:12]([CH3:13])[CH3:14])([CH3:15])[CH3:16].[ClH:9]>>[CH3:1][CH2:2][CH2:3][C:4](=[NH:5])[O:8][CH2:7][CH3:6].[ClH:9]. The reactants are OCC(CCS(=O)(=O)N)(C)C (4-hydroxy-3,3-dimethyl-1-butanesulfonamide), ClC=1C(=CC=2N(N1)N=CN2)C (6-chloro-7-methyl[1,2,4]triazolo[1,5-b]pyridazine). Yields the product CC(COC=1C(=CC=2N(N1)N=CN2)C)(CCS(N)(=O)=O)C (6-(2,2-dimethyl-4-sulfamoyl-1-butoxy)-7-methyl[1,2,4]triazolo[1,5-b]pyridazine). Reaction SMILES: [OH:1][CH2:2][C:3]([CH3:11])([CH3:10])[CH2:4][CH2:5][S:6]([NH2:9])(=[O:8])=[O:7].Cl[C:13]1[C:14]([CH3:22])=[CH:15][C:16]2[N:17]([N:19]=[CH:20][N:21]=2)[N:18]=1>>[CH3:10][C:3]([CH3:11])([CH2:4][CH2:5][S:6](=[O:7])(=[O:8])[NH2:9])[CH2:2][O:1][C:13]1[C:14]([CH3:22])=[CH:15][C:16]2[N:17]([N:19]=[CH:20][N:21]=2)[N:18]=1. Procedure details: Using 4-hydroxy-3,3-dimethyl-1-butanesulfonamide and 6-chloro-7-methyl[1,2,4]triazolo[1,5-b]pyridazine, the same reaction was conducted as in Example 5 to produce the title compound. m.p. 214°-215° C. Reagents/catalysts: C(C)(=O)[O-].[Mn+2].C(C)(=O)[O-] (manganese(II) acetate), OCC(=O)[O-].[Zr+4].OCC(=O)[O-].OCC(=O)[O-].OCC(=O)[O-] (zirconium hydroxyacetate). RXN SMILES: [C:1]([O:8][CH3:9])(=[O:7])[CH2:2][C:3]([O:5][CH3:6])=[O:4].[CH2:10]=[CH:11][CH2:12][CH2:13][CH2:14]CCC.O=O.O=[C:21]([CH2:32][CH2:33][CH2:34][CH2:35][CH2:36][CH3:37])[CH2:22][CH:23]([C:28]([O:30][CH3:31])=[O:29])[C:24]([O:26][CH3:27])=[O:25].CO[C:40]([CH:42]1[CH2:47][CH:46]([CH2:48][CH2:49][CH2:50][CH2:51][CH2:52][CH3:53])O[C:43]1=O)=O>C([O-])(=O)C.[Mn+2].C([O-])(=O)C.OCC([O-])=O.[Zr+4].OCC([O-])=O.OCC([O-])=O.OCC([O-])=O.C(O)(=O)C>[CH2:22]([CH:23]([C:28]([O:30][CH3:31])=[O:29])[C:24]([O:26][CH3:27])=[O:25])[CH2:21][CH2:32][CH2:33][CH2:34][CH2:35][CH2:36][CH3:37].[CH2:47]([CH:42]([CH2:43][CH2:10][CH2:11][CH2:12][CH2:13][CH3:14])[CH2:40][CH:2]([C:1]([O:8][CH3:9])=[O:7])[C:3]([O:5][CH3:6])=[O:4])[CH2:46][CH2:48][CH2:49][CH2:50][CH2:51][CH2:52][CH3:53] |f:5.6.7,8.9.10.11.12|. Reported procedure: A mixture of 30 mmol of dimethyl malonate, 2 mmol of 1-octene, 0.04 mmol of manganese(II) acetate, 0.002 mmol of zirconium hydroxyacetate and 2 ml of acetic acid was stirred at 90° C. in an atmosphere of a gaseous mixture of nitrogen and oxygen (9:1) (1 atm=0.101 MPa) for 3 hours. The resulting reaction mixture was analyzed to find that dimethyl 2-octylmalonate (yield: 22%), dimethyl 2-(2-oxooctyl)malonate (trace amount), α-methoxycarbonyl-γ-hexyl-γ-butyrolactone (trace amount), dimethyl 2-(2-oc... Starting materials: O=O (oxygen), C(CC(=O)OC)(=O)OC (dimethyl malonate), C=CCCCCCC (1-octene), O=C(CC(C(=O)OC)C(=O)OC)CCCCCC (dimethyl 2-(2-oxooctyl)malonate), COC(=O)C1C(=O)OC(C1)CCCCCC (α-methoxycarbonyl-γ-hexyl-γ-butyrolactone). The product is C(CCCCCCC)C(C(=O)OC)C(=O)OC (dimethyl 2-octylmalonate), C(CCCCCCC)C(CC(C(=O)OC)C(=O)OC)CCCCCC (dimethyl 2-(2-octyloctyl)malonate). Yield: 6.0%. The solvent is C(C)(=O)O (acetic acid).